This data is from the Open Reaction Database (ORD), a public repository of structured organic reaction records. The task is: describe an organic reaction: reactants, conditions, products, and yield The product is C(C)OC1=CC=C(C=C1)NC1=CC=CC2=CC=CC=C12 (N-p-ethoxy-phenyl-α-naphthylamine). Reported procedure: 288 parts of α-naphthol, 411 parts of p-phenetidine and 8 parts of tribenzyl phosphite are mixed and heated to 218° C. At this temperature, the elimination of water commences. The reaction temperature rises to 250° C in the course of 10 hours. At that stage, the reaction has ended and 36 parts of water have been removed. After removing excess p-phenetidine, the N-p-ethoxy-phenyl-α-naphthylamine distils at a boiling point of 233° - 235° C/5 mm Hg. 479 parts of end product of melting point 72° - 7... Starting materials: C1(=CC=CC2=CC=CC=C12)O (α-naphthol), CCOC=1C=CC(=CC1)N (p-phenetidine), P(OCC1=CC=CC=C1)(OCC1=CC=CC=C1)OCC1=CC=CC=C1 (tribenzyl phosphite). Conditions: temperature 218 celsius. The solvent is O (water). RXN SMILES: [C:1]1(O)[C:10]2[C:5](=[CH:6][CH:7]=[CH:8][CH:9]=2)[CH:4]=[CH:3][CH:2]=1.[CH3:12][CH2:13][O:14][C:15]1[CH:16]=[CH:17][C:18]([NH2:21])=[CH:19][CH:20]=1.P(OCC1C=CC=CC=1)(OCC1C=CC=CC=1)OCC1C=CC=CC=1>O>[CH2:13]([O:14][C:15]1[CH:16]=[CH:17][C:18]([NH:21][C:1]2[C:10]3[C:5](=[CH:6][CH:7]=[CH:8][CH:9]=3)[CH:4]=[CH:3][CH:2]=2)=[CH:19][CH:20]=1)[CH3:12]. Yield: 91.0%. Reactants: Brc1ccc2cccc3c4cccc5cccc(c1c23)c54, c1cc2cc3ccc(cc4ccc(cc5ccc(cc1n2)[nH]5)n4)[nH]3. The product is c1cc2cc3ccc(cc4ccc(cc5ccc(cc1n2)[nH]5)n4)[nH]3, c1cc2cccc3c4cccc5cccc(c(c1)c23)c54. As a reaction SMILES: [Br:25][c:26]1[cH:27][cH:28][c:29]2[cH:30][cH:31][cH:32][c:33]3[c:34]4[cH:35][cH:36][cH:37][c:38]5[cH:39][cH:40][cH:41][c:42]([c:43]1[c:44]23)[c:45]45.[cH:1]1[cH:2][c:3]2[cH:4][c:5]3[cH:6][cH:7][c:8]([cH:9][c:10]4[cH:11][cH:12][c:13]([cH:14][c:15]5[cH:16][cH:17][c:18]([cH:19][c:20]1[n:21]2)[nH:22]5)[n:23]4)[nH:24]3>>[cH:1]1[cH:2][c:3]2[cH:4][c:5]3[cH:6][cH:7][c:8]([cH:9][c:10]4[cH:11][cH:12][c:13]([cH:14][c:15]5[cH:16][cH:17][c:18]([cH:19][c:20]1[nH:21]2)[n:22]5)[nH:23]4)[n:24]3.[cH:26]1[cH:27][cH:28][c:29]2[cH:30][cH:31][cH:32][c:33]3[c:34]4[cH:35][cH:36][cH:37][c:38]5[cH:39][cH:40][cH:41][c:42]([c:43]1[c:44]23)[c:45]45.